From a dataset of the Open Reaction Database (ORD), a public repository of structured organic reaction records. describe an organic reaction: reactants, conditions, products, and yield Reactants: Cn1cc(-c2ccc(Nc3nc4c(c(OS(=O)(=O)C(F)(F)F)n3)CN(C(=O)OC(C)(C)C)CC4)cc2)cn1, CS(C)=O, OCCNc1ccccc1. Product: Cn1cc(-c2ccc(Nc3nc4c(c(N(CCO)c5ccccc5)n3)CN(C(=O)OC(C)(C)C)CC4)cc2)cn1. RXN SMILES: [CH3:1][n:2]1[n:3][cH:4][c:5](-[c:7]2[cH:8][cH:9][c:10]([NH:13][c:14]3[n:15][c:16]([O:31][S:32]([C:33]([F:34])([F:35])[F:36])(=[O:37])=[O:38])[c:17]4[c:18]([n:19]3)[CH2:20][CH2:21][N:22]([C:24](=[O:25])[O:26][C:27]([CH3:28])([CH3:29])[CH3:30])[CH2:23]4)[cH:11][cH:12]2)[cH:6]1.[CH3:49][S:50]([CH3:51])=[O:52].[c:39]1([NH:45][CH2:46][CH2:47][OH:48])[cH:40][cH:41][cH:42][cH:43][cH:44]1>>[CH3:1][n:2]1[n:3][cH:4][c:5](-[c:7]2[cH:8][cH:9][c:10]([NH:13][c:14]3[n:15][c:16]([N:45]([c:39]4[cH:40][cH:41][cH:42][cH:43][cH:44]4)[CH2:46][CH2:47][OH:48])[c:17]4[c:18]([n:19]3)[CH2:20][CH2:21][N:22]([C:24](=[O:25])[O:26][C:27]([CH3:28])([CH3:29])[CH3:30])[CH2:23]4)[cH:11][cH:12]2)[cH:6]1. Starting materials: CC(=O)O, CC(=O)O[BH-](OC(C)=O)OC(C)=O, O=C([O-])O, CCN(C(C)C)C(C)C, ClC(Cl)Cl, ClCCl, Cl, CC(N)c1cc(F)cc(F)c1, [Na+], [Na+], O=Cc1cnc2cc3c(cc2c1)CC1(C3)C(=O)Nc2ncccc21. Product: CC(NCc1cnc2cc3c(cc2c1)CC1(C3)C(=O)Nc2ncccc21)c1cc(F)cc(F)c1. As a reaction SMILES: [C:25]([OH:26])(=[O:27])[CH3:28].[C:50]([O:51][BH-:52]([O:53][C:54](=[O:55])[CH3:56])[O:57][C:58](=[O:59])[CH3:60])(=[O:61])[CH3:62].[C:71](=[O:72])([OH:73])[O-:74].[CH:41]([N:42]([CH2:43][CH3:44])[CH:45]([CH3:46])[CH3:47])([CH3:48])[CH3:49].[CH:64]([Cl:65])([Cl:66])[Cl:67].[Cl:68][CH2:69][Cl:70].[ClH:29].[F:30][c:31]1[cH:32][c:33]([CH:38]([CH3:39])[NH2:40])[cH:34][c:35]([F:37])[cH:36]1.[Na+:63].[Na+:75].[O:1]=[C:2]1[NH:3][c:4]2[n:5][cH:6][cH:7][cH:8][c:9]2[C:10]12[CH2:11][c:12]1[c:13]([cH:14][c:15]3[cH:16][c:17]([CH:22]=[O:23])[cH:18][n:19][c:20]3[cH:21]1)[CH2:24]2>>[O:1]=[C:2]1[NH:3][c:4]2[n:5][cH:6][cH:7][cH:8][c:9]2[C:10]12[CH2:11][c:12]1[c:13]([cH:14][c:15]3[cH:16][c:17]([CH2:22][NH:40][CH:38]([c:33]4[cH:32][c:31]([F:30])[cH:36][c:35]([F:37])[cH:34]4)[CH3:39])[cH:18][n:19][c:20]3[cH:21]1)[CH2:24]2.